From a dataset of the Open Reaction Database (ORD), a public repository of structured organic reaction records. describe an organic reaction: reactants, conditions, products, and yield The reactants are CC1(O[C@@H]2[C@H](O1)CCC[C@H]2N)C ((3aS,4R,7aR)-2,2-dimethylhexahydrobenzo-1,3-dioxol-4-ylamine), CC1(C=2C=CC(=CC2C(CC1)(C)C)C=1N=C(SC1)N1CCC(CC1)=O)C (1-[4-(5,5,8,8-tetramethyl-5,6,7,8-tetrahydronaphthalen-2-yl)thiazol-2-yl]piperidin-4-one). Solvent: C1CCOC1 (THF). The product is CC1(O[C@@H]2[C@H](O1)CCC[C@H]2NC2CCN(CC2)C=2SC=C(N2)C2=CC=1C(CCC(C1C=C2)(C)C)(C)C)C (((3aS,4R,7aR)-2,2-dimethylhexahydrobenzo-1,3-dioxol-4-yl)-{1-[4-(5,5,8,8-tetramethyl-5,6,7,8-tetrahydronaphthalen-2-yl)thiazol-2-yl]-piperidin-4-yl}amine). As a reaction SMILES: [CH3:1][C:2]1([CH3:12])[O:6][C@@H:5]2[CH2:7][CH2:8][CH2:9][C@@H:10]([NH2:11])[C@@H:4]2[O:3]1.[CH3:13][C:14]1([CH3:38])[CH2:23][CH2:22][C:21]([CH3:25])([CH3:24])[C:20]2[CH:19]=[C:18]([C:26]3[N:27]=[C:28]([N:31]4[CH2:36][CH2:35][C:34](=O)[CH2:33][CH2:32]4)[S:29][CH:30]=3)[CH:17]=[CH:16][C:15]1=2>C1COCC1>[CH3:1][C:2]1([CH3:12])[O:6][C@@H:5]2[CH2:7][CH2:8][CH2:9][C@@H:10]([NH:11][CH:34]3[CH2:35][CH2:36][N:31]([C:28]4[S:29][CH:30]=[C:26]([C:18]5[CH:17]=[CH:16][C:15]6[C:14]([CH3:38])([CH3:13])[CH2:23][CH2:22][C:21]([CH3:25])([CH3:24])[C:20]=6[CH:19]=5)[N:27]=4)[CH2:32][CH2:33]3)[C@@H:4]2[O:3]1. Procedure: The preparation is carried out analogously in THF starting from 27 mg (0.16 mmol) of (3aS,4R,7aR)-2,2-dimethylhexahydrobenzo-1,3-dioxol-4-ylamine and 60 mg (0.16 mmol) of 1-[4-(5,5,8,8-tetramethyl-5,6,7,8-tetrahydronaphthalen-2-yl)thiazol-2-yl]piperidin-4-one. The purification is carried out by means of flash chromatography on silica gel. The reactants are NC=1C=C(C#N)C=C(C1Cl)N1C[C@H]([C@@H](CC1)N)O ((+/−)-3-amino-5-((3R,4R)-4-amino-3-hydroxypiperidin-1-yl)-4-chlorobenzonitrile), C(C)(=O)[O-].[K+] (potassium acetate), ClCC(=O)Cl (Chloroacetic chloride). Solvent: CC(=O)C (acetone), O (water). Conditions: temperature 0 celsius, time 10 minute. Yields the product NC=1C(=C(C=C(C1)C#N)N1C[C@H]([C@@H](CC1)NC(CCl)=O)O)Cl ((+/−)-N-((3R,4R)-1-(3-amino-2-chloro-5-cyanophenyl)-3-hydroxypiperidin-4-yl)-2-chloroacetamide). Isolated yield 47.4%. RXN SMILES: [NH2:1][C:2]1[CH:3]=[C:4]([CH:7]=[C:8]([N:11]2[CH2:16][CH2:15][C@@H:14]([NH2:17])[C@H:13]([OH:18])[CH2:12]2)[C:9]=1[Cl:10])[C:5]#[N:6].C([O-])(=O)C.[K+].[Cl:24][CH2:25][C:26](Cl)=[O:27]>CC(C)=O.O>[NH2:1][C:2]1[C:9]([Cl:10])=[C:8]([N:11]2[CH2:16][CH2:15][C@@H:14]([NH:17][C:26](=[O:27])[CH2:25][Cl:24])[C@H:13]([OH:18])[CH2:12]2)[CH:7]=[C:4]([C:5]#[N:6])[CH:3]=1 |f:1.2|. Procedure: (+/−)-3-amino-5-((3R,4R)-4-amino-3-hydroxypiperidin-1-yl)-4-chlorobenzonitrile (prepared from Example 171D) (1.0 g, 3.75 mmol) and potassium acetate (0.736 g, 7.50 mmol) were dissolved in acetone (20 ml)+water (6 mL). The solution was cooled to 0° C. under nitrogen. Chloroacetic chloride (0.373 ml, 4.69 mmol) was added dropwise and the mixture stirred at 0° C. for 10 minutes, then at room temperature for 60 minutes. The reaction mixture was partitioned between EtOAc and aq. NaHCO3 solutions. The... Starting materials: BrC1=C(C(=O)O)C=C(C=C1)C (2-bromo-5-methylbenzoic acid), C[Si](C)(C)Cl (trimethylsilyl chloride). Run in CO (methanol). The product is BrC1=C(C(=O)OC)C=C(C=C1)C (2-Bromo-5-methylbenzoic acid, methyl ester). RXN SMILES: [Br:1][C:2]1[CH:10]=[CH:9][C:8]([CH3:11])=[CH:7][C:3]=1[C:4]([OH:6])=[O:5].[CH3:12][Si](Cl)(C)C>CO>[Br:1][C:2]1[CH:10]=[CH:9][C:8]([CH3:11])=[CH:7][C:3]=1[C:4]([O:6][CH3:12])=[O:5]. Procedure details: A solution of 2-bromo-5-methylbenzoic acid (10 g) in trimethylsilyl chloride (30 ml) and methanol (100 ml) was stirred at room temperature overnight and evaporated. The residue was partitioned between ethyl acetate and sodium bicarbonate solution, dried (MgSO4) and evaporated. Yield 10.1 g. Starting materials: O(C1=CC=CC=C1)C=1C=C(CBr)C=CC1 (m-phenoxybenzyl bromide), BrC(C(=O)O)C(C)C (α-bromoisovaleric acid), ClC1=C(N)C=CC(=C1)C (2-chloro-4-methylaniline). The product is m-phenoxybenzyl ester, ClC1=C(C=CC(=C1)C)N[C@@H](C(C)C)C(=O)O (N-(2-chloro-4-methylphenyl)valine). RXN SMILES: Br[CH:2]([CH:6]([CH3:8])[CH3:7])[C:3]([OH:5])=[O:4].[Cl:9][C:10]1[CH:16]=[C:15]([CH3:17])[CH:14]=[CH:13][C:11]=1[NH2:12].O(C1C=C(C=CC=1)CBr)C1C=CC=CC=1>>[Cl:9][C:10]1[CH:16]=[C:15]([CH3:17])[CH:14]=[CH:13][C:11]=1[NH:12][C@H:2]([C:3]([OH:5])=[O:4])[CH:6]([CH3:8])[CH3:7]. Procedure: N-(2-chloro-4-methylphenyl)valine is prepared as above from α-bromoisovaleric acid and 2-chloro-4-methylaniline and then reacted with m-phenoxybenzyl bromide, as above, to yield the m-phenoxybenzyl ester of N-(2-chloro-4-methylphenyl)valine. MS m/e 423 (M+, 4), 196 (100). Reactants: CS(=O)(=O)OCc1ccc(OCc2ccccc2)cc1, O=Cc1c[nH]c2ccccc12. Product: O=Cc1cn(Cc2ccc(OCc3ccccc3)cc2)c2ccccc12. As a reaction SMILES: [CH3:12][S:13]([O:14][CH2:17][c:18]1[cH:19][cH:20][c:21]([O:24][CH2:25][c:26]2[cH:27][cH:28][cH:29][cH:30][cH:31]2)[cH:22][cH:23]1)(=[O:15])=[O:16].[nH:1]1[cH:2][c:3]([CH:10]=[O:11])[c:4]2[cH:5][cH:6][cH:7][cH:8][c:9]12>>[n:1]1([CH2:17][c:18]2[cH:19][cH:20][c:21]([O:24][CH2:25][c:26]3[cH:27][cH:28][cH:29][cH:30][cH:31]3)[cH:22][cH:23]2)[cH:2][c:3]([CH:10]=[O:11])[c:4]2[cH:5][cH:6][cH:7][cH:8][c:9]12. Product: c1ccc(C2=C(c3ccc(OCCN4CCCCC4)cc3)Oc3ccccc3S2)cc1. As a reaction SMILES: [N:24]1([CH2:30][CH2:31][OH:32])[CH2:25][CH2:26][CH2:27][CH2:28][CH2:29]1.[c:1]1([C:7]2=[C:8]([c:17]3[cH:18][cH:19][c:20]([OH:23])[cH:21][cH:22]3)[O:9][c:10]3[c:11]([cH:13][cH:14][cH:15][cH:16]3)[S:12]2)[cH:2][cH:3][cH:4][cH:5][cH:6]1>>[c:1]1([C:7]2=[C:8]([c:17]3[cH:18][cH:19][c:20]([O:23][CH2:31][CH2:30][N:24]4[CH2:25][CH2:26][CH2:27][CH2:28][CH2:29]4)[cH:21][cH:22]3)[O:9][c:10]3[c:11]([cH:13][cH:14][cH:15][cH:16]3)[S:12]2)[cH:2][cH:3][cH:4][cH:5][cH:6]1. Starting materials: OCCN1CCCCC1, Oc1ccc(C2=C(c3ccccc3)Sc3ccccc3O2)cc1. The reactants are OC1=CC=C(C=O)C=C1 (4-hydroxybenzaldehyde), C(#N)CC(=O)OCC (ethyl cyanoacetate), C(C)(=O)O (acetic acid), ice water. Reagents/catalysts: C(C)(=O)[O-].[NH4+] (ammonium acetate). Solvent: C(C)O (ethyl alcohol). The product is C(#N)C(C(=O)OCC)=CC1=CC=C(C=C1)O (ethyl 2-cyano-3-(4-hydroxyphenyl)acrylate). Yield: 121.8%. Reaction SMILES: [OH:1][C:2]1[CH:9]=[CH:8][C:5]([CH:6]=O)=[CH:4][CH:3]=1.[C:10]([CH2:12][C:13]([O:15][CH2:16][CH3:17])=[O:14])#[N:11].C(O)(=O)C>C(O)C.C([O-])(=O)C.[NH4+]>[C:10]([C:12](=[CH:6][C:5]1[CH:8]=[CH:9][C:2]([OH:1])=[CH:3][CH:4]=1)[C:13]([O:15][CH2:16][CH3:17])=[O:14])#[N:11] |f:4.5|. Procedure details: 30 g of 4-hydroxybenzaldehyde, 31.7 g of ethyl cyanoacetate, 4.5 ml of acetic acid and 1.9 g of ammonium acetate were refluxed in 100 ml of ethyl alcohol for 4 hours with heating. After the reaction, the reaction solution was poured into 500 ml of ice water to separate crystals. The resulting crystals were recrystallized from 400 ml of methyl alcohol to obtain 65 g of ethyl 2-cyano-3-(4-hydroxyphenyl)acrylate having a melting point of 89° to 91° C. 10.9 g of the resulting compound and 4.3 g of p... The reactants are O=C([O-])O, CCOCC, BrP(Br)Br, OCCc1ccccn1. The product is BrCCc1ccccn1. RXN SMILES: [C:14](=[O:15])([OH:16])[O-:17].[CH3:18][CH2:19][O:20][CH2:21][CH3:22].[P:10]([Br:11])([Br:12])[Br:13].[n:1]1[c:2]([CH2:7][CH2:8][OH:9])[cH:3][cH:4][cH:5][cH:6]1>>[n:1]1[c:2]([CH2:7][CH2:8][Br:11])[cH:3][cH:4][cH:5][cH:6]1. Starting materials: C(C1=CC=CC=C1)N1C(=C(C=2C1=C(N=C(C2)C(CC)=O)N2CC1=CC=CC=C1CC2)C)C (1-[1-benzyl-7-(3,4-dihydro-1H-isoquinolin-2-yl)-2,3-dimethyl-1H-pyrrolo[2,3-c]pyridin-5-yl]-propan-1-one), Cl.C(C1=CC=CC=C1)N1C(=C(C=2C1=C(N=C(C2)C(CC)=O)N2CC1=CC=CC=C1CC2)C)C (1-[1-benzyl-7-(3,4-dihydro-1H-isoquinolin-2-yl)-2,3-dimethyl-1H-pyrrolo[2,3-c]pyridin-5-yl]-propan-1-one hydrochloride), C([O-])(O)=O.[Na+] (sodium bicarbonate). Product: Cl.C(C1=CC=CC=C1)N1C(=C(C=2C1=C(N=C(C2)C(CC)O)N2CC1=CC=CC=C1CC2)C)C (1-[1-benzyl-7-(3,4-dihydro-1H-isoquinolin-2-yl)-2,3-dimethyl-1H-pyrrolo[2,3-c]pyridin-5-yl]-propan-1-ol hydrochloride). Yield: 95.0%. RXN SMILES: [CH2:1]([N:8]1[C:12]2=[C:13]([N:21]3[CH2:30][CH2:29][C:28]4[C:23](=[CH:24][CH:25]=[CH:26][CH:27]=4)[CH2:22]3)[N:14]=[C:15]([C:17](=[O:20])[CH2:18][CH3:19])[CH:16]=[C:11]2[C:10]([CH3:31])=[C:9]1[CH3:32])[C:2]1[CH:7]=[CH:6][CH:5]=[CH:4][CH:3]=1.[ClH:33].C(N1C2=C(N3CCC4C(=CC=CC=4)C3)N=C(C(=O)CC)C=C2C(C)=C1C)C1C=CC=CC=1.C(=O)(O)[O-].[Na+]>>[ClH:33].[CH2:1]([N:8]1[C:12]2=[C:13]([N:21]3[CH2:30][CH2:29][C:28]4[C:23](=[CH:24][CH:25]=[CH:26][CH:27]=4)[CH2:22]3)[N:14]=[C:15]([CH:17]([OH:20])[CH2:18][CH3:19])[CH:16]=[C:11]2[C:10]([CH3:31])=[C:9]1[CH3:32])[C:2]1[CH:3]=[CH:4][CH:5]=[CH:6][CH:7]=1 |f:1.2,3.4,5.6|. Reported procedure: In accordance with the same procedures as in Example 860, except for using 1-[1-benzyl-7-(3,4-dihydro-1H-isoquinolin-2-yl)-2,3-dimethyl-1H-pyrrolo[2,3-c]pyridin-5-yl]-propan-1-one obtained by treating the compound prepared in Example 856 with a saturated sodium bicarbonate solution, the titled compound was obtained as a white solid. (Yield: 95%)